Dataset: the Open Reaction Database (ORD), a public repository of structured organic reaction records. Task: describe an organic reaction: reactants, conditions, products, and yield Starting materials: C(C)OC1=CC(=C(C=C1)[N+](=O)[O-])F (4-ethoxy-2-fluoro-1-nitro benzene), O.NN (hydrazine hydrate). The reagents and catalysts are [Pd] (Pd/C). Solvent: CCO (EtOH). Run at temperature 90 celsius. Product: C(C)OC1=CC(=C(C=C1)N)F (4-ethoxy-2-fluoro-phenyl amine). Reaction SMILES: [CH2:1]([O:3][C:4]1[CH:9]=[CH:8][C:7]([N+:10]([O-])=O)=[C:6]([F:13])[CH:5]=1)[CH3:2].O.NN>CCO.[Pd]>[CH2:1]([O:3][C:4]1[CH:9]=[CH:8][C:7]([NH2:10])=[C:6]([F:13])[CH:5]=1)[CH3:2] |f:1.2|. Procedure: To a solution of 4-ethoxy-2-fluoro-1-nitro benzene (1.0 g, 5.4 mmol) in absolute EtOH (25 mL) at rt was added 250 mg of Pd/C (Aldrich, 10 wt. % on activated carbon), followed by slow addition of hydrazine hydrate (2.5 mL). The resulting reaction mixture was refluxed at 90° C. for 30 min. It then cooled to rt, filtered through Celite, and then concentrated in vacuo to afford 4-ethoxy-2-fluoro-phenyl amine as a pale yellow oil: MS (ESI) 156 (M+H)+. The reactants are CC(C)(C)OC(=O)N1CCc2ccc(Cl)c(CCl)c2CC1, CCc1n[nH]c(=S)[nH]1, [H-], [Na+], CN(C)C=O. Product: CCc1nnc(SCc2c(Cl)ccc3c2CCN(C(=O)OC(C)(C)C)CC3)[nH]1. RXN SMILES: [C:11]([CH3:12])([CH3:13])([CH3:14])[O:15][C:16](=[O:17])[N:18]1[CH2:19][CH2:20][c:21]2[c:22]([c:25]([CH2:30][Cl:31])[c:26]([Cl:29])[cH:27][cH:28]2)[CH2:23][CH2:24]1.[CH2:1]([CH3:2])[c:3]1[n:4][nH:5][c:6](=[S:8])[nH:7]1.[H-:9].[Na+:10].[O:32]=[CH:33][N:34]([CH3:35])[CH3:36]>>[CH2:1]([CH3:2])[c:3]1[n:4][n:5][c:6]([S:8][CH2:30][c:25]2[c:22]3[c:21]([cH:28][cH:27][c:26]2[Cl:29])[CH2:20][CH2:19][N:18]([C:16]([O:15][C:11]([CH3:12])([CH3:13])[CH3:14])=[O:17])[CH2:24][CH2:23]3)[nH:7]1. The reactants are OCC1(O)[C@H](O)[C@H](O)[C@H](O)CO1 (Psi), [H][H] (hydrogen), OC12CC3C(C(CC(C1)C3)C2)=NO (5-hydroxy-adamantan-2-one oxime). The reagents and catalysts are [Pd] (Pd/C). Run in CCO (EtOH). Product: NC1C2CC3(CC(CC1C3)C2)O (4-amino-adamantan-1-ol). The yield is 89.1%. Reaction SMILES: [OH:1][C:2]12[CH2:11][CH:6]3[CH2:7][CH:8]([CH2:10][CH:4]([C:5]3=[N:12]O)[CH2:3]1)[CH2:9]2.OCC1(OC[C@@H](O)[C@@H](O)[C@H]1O)O.[H][H]>CCO.[Pd]>[NH2:12][CH:5]1[CH:6]2[CH2:11][C:2]3([OH:1])[CH2:9][CH:8]([CH2:10][CH:4]1[CH2:3]3)[CH2:7]2. Procedure details: Pd/C (5%, 0.05 g) was added to a mixture of 5-hydroxy-adamantan-2-one oxime (1 g, 5.5 mmol) in EtOH in a Parr hydrogenation bottle. The hydrogenation reaction was performed in a Parr hydrogenation instrument with 55 Psi pressure of hydrogen at room temperature for 72 hours. The mixture was filtered through celite and concentrated under vacuum to dryness to give 4-amino-adamantan-1-ol (0.82 g, 89%). The reactants are CC(Cl)c1cccnc1, COc1ccccc1CC(C)(C)C(=O)O. The reagents and catalysts are O=C([O-])[O-].[Cs+].[Cs+] (cesium carbonate), [I-].[K+] (potassium iodide). Solvent: CN(C)C=O (DMF), CN(C)C=O (dmf), CN(C)C=O (DMF). Conditions: temperature 70 celsius, time 16 hour. The product is COc1ccccc1CC(C)(C)C(=O)OC(C)c1cccnc1. The reactants are COC(=O)c1cc(N)cc([N+](=O)[O-])c1, CS(=O)(=O)Cl, ClCCl, O, c1ccncc1. The product is COC(=O)c1cc(NS(C)(=O)=O)cc([N+](=O)[O-])c1. As a reaction SMILES: [CH3:1][O:2][C:3]([c:4]1[cH:5][c:6]([NH2:13])[cH:7][c:8]([N+:10](=[O:11])[O-:12])[cH:9]1)=[O:14].[CH3:21][S:22](=[O:23])(=[O:24])[Cl:25].[Cl:27][CH2:28][Cl:29].[OH2:26].[cH:15]1[cH:16][cH:17][n:18][cH:19][cH:20]1>>[CH3:1][O:2][C:3]([c:4]1[cH:5][c:6]([NH:13][S:22]([CH3:21])(=[O:23])=[O:24])[cH:7][c:8]([N+:10](=[O:11])[O-:12])[cH:9]1)=[O:14]. The reactants are O=C1c2c(Cl)cc(Br)cc2CN1Cc1ccc(Cl)cc1, C#CCN1CCN(C)CC1, CC(C)NC(C)C, [Cu]I, Cl[Pd]Cl, c1ccc(P(c2ccccc2)c2ccccc2)cc1, c1ccc(P(c2ccccc2)c2ccccc2)cc1. Product: CN1CCN(CC#Cc2cc(Cl)c3c(c2)CN(Cc2ccc(Cl)cc2)C3=O)CC1. As a reaction SMILES: [Br:11][c:12]1[cH:13][c:14]2[c:18]([c:19]([Cl:21])[cH:20]1)[C:17](=[O:22])[N:16]([CH2:23][c:24]1[cH:25][cH:26][c:27]([Cl:30])[cH:28][cH:29]1)[CH2:15]2.[CH3:1][N:2]1[CH2:3][CH2:4][N:5]([CH2:8][C:9]#[CH:10])[CH2:6][CH2:7]1.[CH:31]([NH:32][CH:33]([CH3:34])[CH3:35])([CH3:36])[CH3:37].[Cu:79][I:80].[Pd:38]([Cl:39])[Cl:40].[c:41]1([P:42]([c:43]2[cH:44][cH:45][cH:46][cH:47][cH:48]2)[c:49]2[cH:50][cH:51][cH:52][cH:53][cH:54]2)[cH:55][cH:56][cH:57][cH:58][cH:59]1.[c:60]1([P:61]([c:62]2[cH:63][cH:64][cH:65][cH:66][cH:67]2)[c:68]2[cH:69][cH:70][cH:71][cH:72][cH:73]2)[cH:74][cH:75][cH:76][cH:77][cH:78]1>>[CH3:1][N:2]1[CH2:3][CH2:4][N:5]([CH2:8][C:9]#[C:10][c:12]2[cH:13][c:14]3[c:18]([c:19]([Cl:21])[cH:20]2)[C:17](=[O:22])[N:16]([CH2:23][c:24]2[cH:25][cH:26][c:27]([Cl:30])[cH:28][cH:29]2)[CH2:15]3)[CH2:6][CH2:7]1. Starting materials: COc1cc2c(=O)[nH]cnc2cc1OCCCN1CCOCC1, CC(C)O, Cc1cc(F)c(N)cc1O, CN(C)C=O, O=S(Cl)Cl. Product: COc1cc2c(Nc3cc(O)c(C)cc3F)ncnc2cc1OCCCN1CCOCC1. RXN SMILES: [CH3:1][O:2][c:3]1[cH:4][c:5]2[c:6](=[O:23])[nH:7][cH:8][n:9][c:10]2[cH:11][c:12]1[O:13][CH2:14][CH2:15][CH2:16][N:17]1[CH2:18][CH2:19][O:20][CH2:21][CH2:22]1.[CH:43]([OH:44])([CH3:45])[CH3:46].[F:33][c:34]1[c:35]([NH2:36])[cH:37][c:38]([OH:42])[c:39]([CH3:41])[cH:40]1.[O:28]=[CH:29][N:30]([CH3:31])[CH3:32].[S:24]([Cl:25])([Cl:26])=[O:27]>>[CH3:1][O:2][c:3]1[cH:4][c:5]2[c:6]([NH:36][c:35]3[c:34]([F:33])[cH:40][c:39]([CH3:41])[c:38]([OH:42])[cH:37]3)[n:7][cH:8][n:9][c:10]2[cH:11][c:12]1[O:13][CH2:14][CH2:15][CH2:16][N:17]1[CH2:18][CH2:19][O:20][CH2:21][CH2:22]1.